Dataset: the Open Reaction Database (ORD), a public repository of structured organic reaction records. Task: describe an organic reaction: reactants, conditions, products, and yield Reactants: BrCc1ccccc1, O=C([O-])[O-], [K+], [K+], CN(C)C=O, O, N#CCc1cccc(O)c1. Yields the product N#CCc1cccc(OCc2ccccc2)c1. RXN SMILES: [Br:11][CH2:12][c:13]1[cH:14][cH:15][cH:16][cH:17][cH:18]1.[C:19](=[O:20])([O-:21])[O-:22].[K+:23].[K+:24].[O:26]=[CH:27][N:28]([CH3:29])[CH3:30].[OH2:25].[OH:1][c:2]1[cH:3][c:4]([CH2:8][C:9]#[N:10])[cH:5][cH:6][cH:7]1>>[O:1]([c:2]1[cH:3][c:4]([CH2:8][C:9]#[N:10])[cH:5][cH:6][cH:7]1)[CH2:12][c:13]1[cH:14][cH:15][cH:16][cH:17][cH:18]1. Starting materials: BrCC1(CC=2C(=C3CC(C(NC3=C(C2)C)=O)(C)C)O1)C (2-bromomethyl-2,5,8,8-tetramethyl-2,3,6,7,8,9-hexahydrofuro[2,3-f]quinoline-7-one), [N-]=[N+]=[N-].[Na+] (sodium azide). Solvent: C(C)(=O)OCC.CCCCCC (ethyl acetate hexane). Product: N(=[N+]=[N-])CC1(CC=2C(=C3CC(C(NC3=C(C2)C)=O)(C)C)O1)C (2-Azidomethyl-2,5,8,8-tetramethyl-2,3,6,7,8,9-hexahydrofuro[2,3-f]quinoline-7-one). Isolated yield 81.1%. Reaction SMILES: Br[CH2:2][C:3]1([CH3:20])[O:19][C:6]2=[C:7]3[C:12](=[C:13]([CH3:15])[CH:14]=[C:5]2[CH2:4]1)[NH:11][C:10](=[O:16])[C:9]([CH3:18])([CH3:17])[CH2:8]3.[N-:21]=[N+:22]=[N-:23].[Na+]>C(OCC)(=O)C.CCCCCC>[N:21]([CH2:2][C:3]1([CH3:20])[O:19][C:6]2=[C:7]3[C:12](=[C:13]([CH3:15])[CH:14]=[C:5]2[CH2:4]1)[NH:11][C:10](=[O:16])[C:9]([CH3:18])([CH3:17])[CH2:8]3)=[N+:22]=[N-:23] |f:1.2,3.4|. Procedure details: Using 2-bromomethyl-2,5,8,8-tetramethyl-2,3,6,7,8,9-hexahydrofuro[2,3-f]quinoline-7-one (1.28 g, 3.78 mmol) and sodium azide (1.96 g, 30.1 mmol), the procedure of Example 300 was followed (reaction, post-treatment, and recrystallization from ethyl acetate-hexane) to obtain 921 mg of the title compound as colorless needles (81%). Reactants: BrC=1C(=C(C=CC1)C(F)(F)F)F (3-bromo-2-fluorobenzotrifluoride), N1CCNCC1 (piperazine), CC(C)([O-])C.[K+] (potassium tert-butoxide), (dibenzylideneacetone)palladium(0). The reagents and catalysts are P1(=O)(OC2=C(C3=CC=CC=C3C=C2)C2=C(C=CC3=CC=CC=C23)O1)O ((+/−)-1,1′-binaphthyl-2,2′-diyl hydrogen phosphate). Run in C1(=CC=CC=C1)C (toluene). Run at temperature 80 celsius. Product: FC1=C(C=CC=C1C(F)(F)F)N1CCNCC1 (1-[2-FLUORO-3-(TRIFLUOROMETHYL)PHENYL]-PIPERAZINE). Isolated yield 54.5%. RXN SMILES: Br[C:2]1[C:3]([F:12])=[C:4]([C:8]([F:11])([F:10])[F:9])[CH:5]=[CH:6][CH:7]=1.[NH:13]1[CH2:18][CH2:17][NH:16][CH2:15][CH2:14]1.CC(C)([O-])C.[K+]>C1(C)C=CC=CC=1.P1(O)(OC2C=CC3C(C=2C2C4C(C=CC=2O1)=CC=CC=4)=CC=CC=3)=O>[F:12][C:3]1[C:4]([C:8]([F:11])([F:10])[F:9])=[CH:5][CH:6]=[CH:7][C:2]=1[N:13]1[CH2:18][CH2:17][NH:16][CH2:15][CH2:14]1 |f:2.3|. Reported procedure: To a solution of 3-bromo-2-fluorobenzotrifluoride (1.72 g, 7.1 mmol) in toluene (50 ml) under nitrogen, was added piperazine (0.89 g, 10.6 mmol), potassium tert-butoxide (0.95 g, 9.9 mmol), b is (dibenzylideneacetone)palladium(0) (0.19 g, 0.21 mmol) and (+/−)-1,1′-binaphthyl-2,2′-diyl hydrogen phosphate (0.13 g, 0.21 mmol). The resulting mixture was heated at 80° C. for 20 h. Filtration through a pad of celite and evaporation of the filtrate gave 2.1 g of crude product. The residue was purified ... The reactants are BrCCCCCCCCOC1CCCCO1, OCCCCCCCCBr, OCCOc1ccccc1. Yields the product c1ccc(OCCOCCCCCCCCOC2CCCCO2)cc1. RXN SMILES: [Br:11][CH2:12][CH2:13][CH2:14][CH2:15][CH2:16][CH2:17][CH2:18][CH2:19][O:20][CH:21]1[O:22][CH2:23][CH2:24][CH2:25][CH2:26]1.[Br:1][CH2:2][CH2:3][CH2:4][CH2:5][CH2:6][CH2:7][CH2:8][CH2:9][OH:10].[O:27]([c:28]1[cH:29][cH:30][cH:31][cH:32][cH:33]1)[CH2:34][CH2:35][OH:36]>>[CH2:12]([CH2:13][CH2:14][CH2:15][CH2:16][CH2:17][CH2:18][CH2:19][O:20][CH:21]1[O:22][CH2:23][CH2:24][CH2:25][CH2:26]1)[O:36][CH2:35][CH2:34][O:27][c:28]1[cH:29][cH:30][cH:31][cH:32][cH:33]1.